This data is from the Open Reaction Database (ORD), a public repository of structured organic reaction records. The task is: describe an organic reaction: reactants, conditions, products, and yield The reactants are ClC=1C=C(C(=NC1)OC1=CC=C(C=C1)F)C(=O)N[C@@H](C)C1=CC=C(C(=O)O)C=C1 (4-[(1S)-1-({[5-Chloro-2-(4-fluorophenoxy)pyridin-3-yl]carbonyl}amino)ethyl]benzoic acid), CC=1C=C(C=CC1)S(=O)(=O)N (3-methylbenzenesulfonamide). The product is ClC=1C=NC(=C(C(=O)N[C@@H](C)C2=CC=C(C=C2)C(=O)NS(=O)(=O)C2=CC(=CC=C2)C)C1)OC1=CC=C(C=C1)F (5-CHLORO-2-(4-FLUOROPHENOXY)-N-{(1S)-1-[4-({[(3-METHYLPHENYL)SULFONYL]AMINO}CARBONYL)PHENYL]ETHYL}NICOTINAMIDE). Reaction SMILES: [Cl:1][C:2]1[CH:3]=[C:4]([C:16]([NH:18][C@H:19]([C:21]2[CH:29]=[CH:28][C:24]([C:25]([OH:27])=O)=[CH:23][CH:22]=2)[CH3:20])=[O:17])[C:5]([O:8][C:9]2[CH:14]=[CH:13][C:12]([F:15])=[CH:11][CH:10]=2)=[N:6][CH:7]=1.[CH3:30][C:31]1[CH:32]=[C:33]([S:37]([NH2:40])(=[O:39])=[O:38])[CH:34]=[CH:35][CH:36]=1>>[Cl:1][C:2]1[CH:7]=[N:6][C:5]([O:8][C:9]2[CH:10]=[CH:11][C:12]([F:15])=[CH:13][CH:14]=2)=[C:4]([CH:3]=1)[C:16]([NH:18][C@H:19]([C:21]1[CH:22]=[CH:23][C:24]([C:25]([NH:40][S:37]([C:33]2[CH:34]=[CH:35][CH:36]=[C:31]([CH3:30])[CH:32]=2)(=[O:38])=[O:39])=[O:27])=[CH:28][CH:29]=1)[CH3:20])=[O:17]. Procedure: The title compound was prepared according to the procedure described in step 1 of Example 103 from 4-[(1S)-1-({[5-chloro-2-(4-fluorophenoxy)pyridin-3-yl]carbonyl}amino)ethyl]benzoic acid (step 5 of Example 44) and 3-methylbenzenesulfonamide: 1H-NMR (CDCl3) δ 8.90 (1H, br.s), 8.51 (1H, d, J=2.6 Hz), 8.13 (1H, d, J=2.6 Hz), 8.09 (1H, d, J=7.2 Hz), 7.97–7.89 (2H, m), 7.74 (2H, d, J=8.3 Hz), 7.48–7.38 (4H, m), 7.20–7.05 (4H, m), 5.37–5.24 (1H, m), 2.44 (3H, s), 1.56 (3H, d, J=7.0 Hz); MS (ESI) m/z 5... Reactants: ClC1=C(C=CC=C1)CC(=O)Cl (2-chlorophenylacetyl chloride), BrC=1C=CC(=C(C(=O)OC)C1)NC(CC1=CC(=CC=C1)C(F)(F)F)=O (Methyl 5-bromo-2-(2-(3-(trifluoromethyl)phenyl)acetamido)benzoate). Product: BrC=1C=CC(=C(C(=O)OC)C1)NC(CC1=C(C=CC=C1)Cl)=O (Methyl 5-bromo-2-(2-(2-chlorophenyl)acetamido)benzoate). RXN SMILES: [Cl:1][C:2]1[CH:7]=[CH:6][CH:5]=[CH:4][C:3]=1[CH2:8][C:9](Cl)=[O:10].[Br:12][C:13]1[CH:14]=[CH:15][C:16]([NH:23]C(=O)CC2C=CC=C(C(F)(F)F)C=2)=[C:17]([CH:22]=1)[C:18]([O:20][CH3:21])=[O:19]>>[Br:12][C:13]1[CH:14]=[CH:15][C:16]([NH:23][C:9](=[O:10])[CH2:8][C:3]2[CH:4]=[CH:5][CH:6]=[CH:7][C:2]=2[Cl:1])=[C:17]([CH:22]=1)[C:18]([O:20][CH3:21])=[O:19]. Procedure details: The title compound was prepared using 2-chlorophenylacetyl chloride in place of 2-phenylacetyl chloride using the procedure described for Intermediate 7: step a. Starting materials: C(#N)[K], C1CN(C[C@H]([C@H]1F)OS(=O)(=O)C)C(=O)OCc1ccccc1. Reagents/catalysts: C1COCCOCCOCCOCCOCCO1   (18-Crown-6), c1ccc(cc1)-c2c3ccccc3cc4ccccc24 (9-Phenylanthracene). Solvent: CC(=O)N(C)C (DMAc). Conditions: temperature 100 celsius, time 18 hour. The product is F[C@H]1CCN(C[C@@H]1C#N)C(=O)OCc2ccccc2. As a reaction SMILES: [K][C:1]#[N:2].CS(O[C@H:3]1[C@@H:8]([F:9])[CH2:7][CH2:6][N:5]([C:10]([O:12][CH2:13][c:14]2[cH:19][cH:18][cH:17][cH:16][cH:15]2)=[O:11])[CH2:4]1)(=O)=O>>[F:9][C@@H:8]1[C@@H:3]([C:1]#[N:2])[CH2:4][N:5]([C:10]([O:12][CH2:13][c:14]2[cH:19][cH:18][cH:17][cH:16][cH:15]2)=[O:11])[CH2:6][CH2:7]1. Reactants: NC=1C=C(C=CC1)C=1C=C2CC(CC2=CC1)NS(=O)(=O)C(C)C (N-[5-(3-aminophenyl)-2,3-dihydro-1H-inden-2-yl]-2-propanesulfonamide), C(C)S(=O)(=O)Cl (ethane sulfonyl chloride). Yields the product C(C)S(=O)(=O)NC=1C=C(C=CC1)C=1C=C2CC(CC2=CC1)NS(=O)(=O)C(C)C (N-(5-{3-[(ethylsulfonyl)amino]phenyl}-2,3-dihydro-1H-inden-2-yl)-2-propanesulfonamide). As a reaction SMILES: [NH2:1][C:2]1[CH:3]=[C:4]([C:8]2[CH:9]=[C:10]3[C:14](=[CH:15][CH:16]=2)[CH2:13][CH:12]([NH:17][S:18]([CH:21]([CH3:23])[CH3:22])(=[O:20])=[O:19])[CH2:11]3)[CH:5]=[CH:6][CH:7]=1.[CH2:24]([S:26](Cl)(=[O:28])=[O:27])[CH3:25]>>[CH2:24]([S:26]([NH:1][C:2]1[CH:3]=[C:4]([C:8]2[CH:9]=[C:10]3[C:14](=[CH:15][CH:16]=2)[CH2:13][CH:12]([NH:17][S:18]([CH:21]([CH3:23])[CH3:22])(=[O:20])=[O:19])[CH2:11]3)[CH:5]=[CH:6][CH:7]=1)(=[O:28])=[O:27])[CH3:25]. Procedure: The title compound was prepared from Intermediate 4 and ethane sulfonyl chloride using the method of Example 4; mass spectrum (API): Found 421 (MH−), C20H26N2O4S2 requires 422; 1H-NMR (400 MHz, CDCl3): 1.42 (9H, m), 2.98 (2H, m), 3.18 (3H, m), 3.37 (2H, m), 4.36 (2H, m), 7.21 (2H, m), 7.29 (1H, m), 7.39 (4H, m). Reactants: COC1=C(OCC(=O)O)C=CC(=C1)C#N (2-(2-methoxy-4-cyanophenoxy)-acetic acid), N (ammonia). Reagents/catalysts: [Ni] (Raney nickel). Run in CO (methanol). The product is COC1=C(OCC(=O)O)C=CC(=C1)CN (2-(2-methoxy-4-aminomethylphenoxy)-acetic acid). Reaction SMILES: [CH3:1][O:2][C:3]1[CH:13]=[C:12]([C:14]#[N:15])[CH:11]=[CH:10][C:4]=1[O:5][CH2:6][C:7]([OH:9])=[O:8].N>[Ni].CO>[CH3:1][O:2][C:3]1[CH:13]=[C:12]([CH2:14][NH2:15])[CH:11]=[CH:10][C:4]=1[O:5][CH2:6][C:7]([OH:9])=[O:8]. Procedure: 3.3 g of 2-(2-methoxy-4-cyanophenoxy)-acetic acid are hydrogenated in 90 ml of a 2:1 (by volume) mixture of methanol and 25% aqueous ammonia in the presence of 1.6 g of Raney nickel for 5 hours at room temperature under normal pressure. After filtering off the catalyst, it is washed with methanol and water and the filtrate is then concentrated to dryness. The resulting solid material is triturated with a small amount of water, filtered off and dried over P2O5 in an exsiccator. The reactants are CN(C)C1=NC=CC=C1 (dimethylaminopyridine), CC1(OC2=C(C1)C(=C(C(=C2C)C2CC(=CC(C2)=O)O)C)C)C (5-(2,3-dihydro-2,2,4,5,7-pentamethylbenzofuran-6-yl)-3-hydroxycyclohex-2-en-1-one), C(CC)(=O)O (propionic acid). Run in C1(=CC=CC=C1)C (toluene), C1(=CC=CC=C1)C (toluene). Yields the product CC1(OC2=C(C1)C(=C(C(=C2C)C2CC(=C(C(C2)=O)C(CC)=O)O)C)C)C (5-(2,3-dihydro-2,2,4,5,7-pentamethylbenzofuran-6-yl)-2-propionyl-3-hydroxycyclohex-2-en-1-one). Reaction SMILES: [CH3:1][C:2]1([CH3:22])[CH2:6][C:5]2[C:7]([CH3:21])=[C:8]([CH3:20])[C:9]([CH:12]3[CH2:17][C:16](=[O:18])[CH:15]=[C:14]([OH:19])[CH2:13]3)=[C:10]([CH3:11])[C:4]=2[O:3]1.[C:23](O)(=[O:26])[CH2:24][CH3:25].CN(C1C=CC=CN=1)C>C1(C)C=CC=CC=1>[CH3:1][C:2]1([CH3:22])[CH2:6][C:5]2[C:7]([CH3:21])=[C:8]([CH3:20])[C:9]([CH:12]3[CH2:17][C:16](=[O:18])[C:15]([C:23](=[O:26])[CH2:24][CH3:25])=[C:14]([OH:19])[CH2:13]3)=[C:10]([CH3:11])[C:4]=2[O:3]1. Procedure: To a solution of 12 g of the 5-(2,3-dihydro-2,2,4,5,7-pentamethylbenzofuran-6-yl)-3-hydroxycyclohex-2-en-1-one in 100 ml of absolute toluene was added 20.5 ml of anhydrous propionic acid and refluxed for 4 hours. The reaction mixture was cooled to room temperature and concentrated under reduced pressure to afford a residue. To a solution of the residue in 100 ml of absolute toluene was added 0.98 g of dimethylaminopyridine, After refluxing 20 hours, the reaction mixture was cooled to room temper... The reactants are OC1=C(C2=C(C(CO2)=O)C=C1)C(C)N1CCN(CC1)C(=O)OC(C)(C)C (tert-butyl 4-[1-(6-hydroxy-3-oxo-2,3-dihydrobenzofuran-7-yl)ethyl]piperazine-1-carboxylate), N1N=C(C2=CC=CC=C12)C=O (1H-indazole-3-carboxaldehyde), C1(=CC=CC=C1)C (toluene). Reagents/catalysts: N1CCCCC1 (piperidine). The solvent is CO (methanol). Conditions: temperature 50 celsius, time 1 hour. Yields the product N1N=C(C2=CC=CC=C12)\C=C\1/OC2=C(C1=O)C=CC(=C2C(C)N2CCN(CC2)C(=O)OC(C)(C)C)O (tert-butyl (Z)-4-{1-[2-(1H-indazol-3-yl)methylene-6-hydroxy-3-oxo-2,3-dihydrobenzofuran-7-yl]ethyl}piperazine-1-carboxylate). Isolated yield 56.6%. Reaction SMILES: [OH:1][C:2]1[CH:11]=[CH:10][C:5]2[C:6](=[O:9])[CH2:7][O:8][C:4]=2[C:3]=1[CH:12]([N:14]1[CH2:19][CH2:18][N:17]([C:20]([O:22][C:23]([CH3:26])([CH3:25])[CH3:24])=[O:21])[CH2:16][CH2:15]1)[CH3:13].[NH:27]1[C:35]2[C:30](=[CH:31][CH:32]=[CH:33][CH:34]=2)[C:29]([CH:36]=O)=[N:28]1.C1(C)C=CC=CC=1>CO.N1CCCCC1>[NH:27]1[C:35]2[C:30](=[CH:31][CH:32]=[CH:33][CH:34]=2)[C:29](/[CH:36]=[C:7]2\[O:8][C:4]3[C:3]([CH:12]([N:14]4[CH2:15][CH2:16][N:17]([C:20]([O:22][C:23]([CH3:25])([CH3:24])[CH3:26])=[O:21])[CH2:18][CH2:19]4)[CH3:13])=[C:2]([OH:1])[CH:11]=[CH:10][C:5]=3[C:6]\2=[O:9])=[N:28]1. Procedure details: A solution of tert-butyl 4-[1-(6-hydroxy-3-oxo-2,3-dihydrobenzofuran-7-yl)ethyl]piperazine-1-carboxylate (0.11 g, 0.30 mmol) in methanol (5.0 mL) was added with 1H-indazole-3-carboxaldehyde (0.040 g, 0.27 mmol). Then, the mixture was added with 7 drops of piperidine, and the mixture was stirred at 50° C. for 1 hour. The reaction mixture was added with toluene, then the solvent was evaporated under reduced pressure, and the residue was subjected to silica gel column chromatography (aminopropyl si...